From a dataset of the Open Reaction Database (ORD), a public repository of structured organic reaction records. describe an organic reaction: reactants, conditions, products, and yield Reactants: NC1=C(CC(C(=O)N)(C2=C(C=C(C=C2)OC)F)OCC)C=CC(=C1)C#N ((RS)-(2-amino-4-cyano-benzyl)-2-ethoxy-2-(2-fluoro-4-methoxy-phenyl)-acetamide), C(C1=CC=CC=C1)S(=O)(=O)Cl (benzyl sulfonylchloride). Procedure: In analogy to example 95.4, (RS)-(2-amino-4-cyano-benzyl)-2-ethoxy-2-(2-fluoro-4-methoxy-phenyl)-acetamide (example 322.4) was reacted with benzyl sulfonylchloride to give (RS)-(4-cyano-2-phenylmethanesulfonylamino-benzyl)-2-ethoxy-2-(2-fluoro-4-methoxy-phenyl)-acetamide. Off-white foam. MS 512.3 ([M+H]+) Reaction SMILES: [NH2:1][C:2]1[CH:24]=[C:23]([C:25]#[N:26])[CH:22]=[CH:21][C:3]=1[CH2:4][C:5]([O:18][CH2:19][CH3:20])([C:9]1[CH:14]=[CH:13][C:12]([O:15][CH3:16])=[CH:11][C:10]=1[F:17])[C:6]([NH2:8])=[O:7].[CH2:27]([S:34](Cl)(=[O:36])=[O:35])[C:28]1[CH:33]=[CH:32][CH:31]=[CH:30][CH:29]=1>>[C:25]([C:23]1[CH:22]=[CH:21][C:3]([CH2:4][C:5]([O:18][CH2:19][CH3:20])([C:9]2[CH:14]=[CH:13][C:12]([O:15][CH3:16])=[CH:11][C:10]=2[F:17])[C:6]([NH2:8])=[O:7])=[C:2]([NH:1][S:34]([CH2:27][C:28]2[CH:33]=[CH:32][CH:31]=[CH:30][CH:29]=2)(=[O:36])=[O:35])[CH:24]=1)#[N:26]. Product: C(#N)C1=CC(=C(CC(C(=O)N)(C2=C(C=C(C=C2)OC)F)OCC)C=C1)NS(=O)(=O)CC1=CC=CC=C1 ((RS)-(4-cyano-2-phenylmethanesulfonylamino-benzyl)-2-ethoxy-2-(2-fluoro-4-methoxy-phenyl)-acetamide). Reactants: NC1[C@@H]2N(C(=C(CS2)C(CCC(N)=O)SC2=NN=NN2)C(=O)O)C1=O (7-amino-3-[1-(2-carbamoylethyl)tetrazol-5-ylthiomethyl]-3-cephem-4-carboxylic acid), [OH-].[Na+] (sodium hydroxide), C([O-])(O)=O.[Na+] (sodium bicarbonate), CSCC(=O)Cl (methylmercaptoacetyl chloride). Solvent: CC(=O)C (acetone), CC(=O)C (acetone). Run at time 20 minute. Yields the product CSCC(=O)NC1[C@@H]2N(C(=C(CS2)C(CCC(N)=O)SC2=NN=NN2)C(=O)O)C1=O (7-Methylmercaptoacetamido-3-[1-(2-carbamoylethyl)tetrazol-5-ylthiomethyl]-3-cephem-4-carboxylic acid). RXN SMILES: [NH2:1][CH:2]1[C:24](=[O:25])[N:4]2[C:5]([C:21]([OH:23])=[O:22])=[C:6]([CH:9]([S:15][C:16]3[NH:20][N:19]=[N:18][N:17]=3)[CH2:10][CH2:11][C:12](=[O:14])[NH2:13])[CH2:7][S:8][C@H:3]12.C(=O)(O)[O-].[Na+].[CH3:31][S:32][CH2:33][C:34](Cl)=[O:35].[OH-].[Na+]>CC(C)=O>[CH3:31][S:32][CH2:33][C:34]([NH:1][CH:2]1[C:24](=[O:25])[N:4]2[C:5]([C:21]([OH:23])=[O:22])=[C:6]([CH:9]([S:15][C:16]3[NH:17][N:18]=[N:19][N:20]=3)[CH2:10][CH2:11][C:12](=[O:14])[NH2:13])[CH2:7][S:8][C@H:3]12)=[O:35] |f:1.2,4.5|. Reported procedure: To a stirred, cooled (-20°) solution of 10.2 g. (0.026 mol.) of 7-amino-3-[1-(2-carbamoylethyl)tetrazol-5-ylthiomethyl]-3-cephem-4-carboxylic acid in 220 ml. of 3% sodium bicarbonate and 220 ml. of acetone is dropwise added a solution of 3.66 g. (0.029 mol.) of methylmercaptoacetyl chloride in 52 ml. of acetone, during which time the pH of the reaction mixture is maintained at 8.0 by addition of 10% sodium hydroxide. After addition the reaction mixture is stirred an additional 20 minutes at -15°... Starting materials: O=C1CCC(N2Cc3c(OCc4ccc(CBr)cc4)cccc3C2=O)C(=O)N1, CCN(C(C)C)C(C)C, ClCCl, Fc1cccc(C2CCNCC2)c1, O. The product is O=C1CCC(N2Cc3c(OCc4ccc(CN5CCC(c6cccc(F)c6)CC5)cc4)cccc3C2=O)C(=O)N1. As a reaction SMILES: [Br:4][CH2:5][c:6]1[cH:7][cH:8][c:9]([CH2:10][O:11][c:12]2[c:13]3[c:17]([cH:18][cH:19][cH:20]2)[C:16](=[O:21])[N:15]([CH:22]2[C:23](=[O:29])[NH:24][C:25](=[O:28])[CH2:26][CH2:27]2)[CH2:14]3)[cH:30][cH:31]1.[CH:45]([N:46]([CH2:47][CH3:48])[CH:49]([CH3:50])[CH3:51])([CH3:52])[CH3:53].[Cl:1][CH2:2][Cl:3].[F:32][c:33]1[cH:34][c:35]([CH:39]2[CH2:40][CH2:41][NH:42][CH2:43][CH2:44]2)[cH:36][cH:37][cH:38]1.[OH2:54]>>[CH2:5]([c:6]1[cH:7][cH:8][c:9]([CH2:10][O:11][c:12]2[c:13]3[c:17]([cH:18][cH:19][cH:20]2)[C:16](=[O:21])[N:15]([CH:22]2[C:23](=[O:29])[NH:24][C:25](=[O:28])[CH2:26][CH2:27]2)[CH2:14]3)[cH:30][cH:31]1)[N:42]1[CH2:41][CH2:40][CH:39]([c:35]2[cH:34][c:33]([F:32])[cH:38][cH:37][cH:36]2)[CH2:44][CH2:43]1.